From a dataset of the Open Reaction Database (ORD), a public repository of structured organic reaction records. describe an organic reaction: reactants, conditions, products, and yield The reactants are O=C(n1ccnc1)n1ccnc1, Cc1ccc(-n2nc(C(C)(C)C)cc2N)cc1, ClCCl, CC(Cc1ccnc(NC(=O)OC(C)(C)C)c1)Oc1ccc(N)c2ccccc12. Product: Cc1ccc(-n2nc(C(C)(C)C)cc2NC(=O)Nc2ccc(OC(C)Cc3ccnc(NC(=O)OC(C)(C)C)c3)c3ccccc23)cc1. Reaction SMILES: [C:18](=[O:19])([n:20]1[cH:21][cH:22][n:23][cH:24]1)[n:25]1[cH:26][cH:27][n:28][cH:29]1.[C:1]([CH3:2])([CH3:3])([CH3:4])[c:5]1[n:6][n:7](-[c:11]2[cH:12][cH:13][c:14]([CH3:17])[cH:15][cH:16]2)[c:8]([NH2:10])[cH:9]1.[Cl:59][CH2:60][Cl:61].[NH2:30][c:31]1[cH:32][cH:33][c:34]([O:41][CH:42]([CH2:43][c:44]2[cH:45][c:46]([NH:50][C:51]([O:52][C:53]([CH3:54])([CH3:55])[CH3:56])=[O:57])[n:47][cH:48][cH:49]2)[CH3:58])[c:35]2[cH:36][cH:37][cH:38][cH:39][c:40]12>>[C:1]([CH3:2])([CH3:3])([CH3:4])[c:5]1[n:6][n:7](-[c:11]2[cH:12][cH:13][c:14]([CH3:17])[cH:15][cH:16]2)[c:8]([NH:10][C:18](=[O:19])[NH:30][c:31]2[cH:32][cH:33][c:34]([O:41][CH:42]([CH2:43][c:44]3[cH:45][c:46]([NH:50][C:51]([O:52][C:53]([CH3:54])([CH3:55])[CH3:56])=[O:57])[n:47][cH:48][cH:49]3)[CH3:58])[c:35]3[cH:36][cH:37][cH:38][cH:39][c:40]23)[cH:9]1. Starting materials: 105, C(=O)(C(F)(F)F)O (TFA), ClCCl (dichloromethane), CCN=C=NCCCN(C)C (EDCI), FC1=C(C=CC(=C1)F)C1=NOC(=C1C(=O)O)C (3-(2,4-difluoro-phenyl)-5-methyl-isoxazole-4-carboxylic acid), ClCCl (dichloromethane). The reagents and catalysts are CN(C)C=1C=CN=CC1 (DMAP). The solvent is CC(=O)C.ClCCl (acetone dichloromethane). Product: C1(=CC=CC=C1)C(=O)NC[C@H]1C[C@H](CCC1)NC(=O)C=1C(=NOC1C)C1=C(C=C(C=C1)F)F (N-{(1S,3R)-3-[(phenylcarbonylamino)methyl]cyclohexyl}[3-(2,4-difluorophenyl)-5-methylisoxazol-4-yl]carboxamide). Yield: 90.0%. As a reaction SMILES: [C:1](O)([C:3](F)(F)F)=[O:2].ClCCl.CCN=C=N[CH2:16][CH2:17][CH2:18][N:19](C)C.[F:22][C:23]1[CH:28]=[C:27]([F:29])[CH:26]=[CH:25][C:24]=1[C:30]1[C:34]([C:35]([OH:37])=O)=[C:33]([CH3:38])[O:32][N:31]=1>CN(C1C=CN=CC=1)C.CC(C)=O.ClCCl>[C:3]1([C:1]([NH:19][CH2:18][C@@H:17]2[CH2:16][CH2:33][CH2:34][C@H:30]([NH:31][C:35]([C:34]3[C:30]([C:24]4[CH:25]=[CH:26][C:27]([F:29])=[CH:28][C:23]=4[F:22])=[N:31][O:32][C:33]=3[CH3:38])=[O:37])[CH2:24]2)=[O:2])[CH:23]=[CH:28][CH:27]=[CH:26][CH:25]=1 |f:5.6|. Procedure: In a fashion similar to that described for preparation 108, a compound from preparation 105 (0.1 g, 0.3 mmol), TFA (2 mL), dichloromethane (1.5 mL), EDCI (0.086 g, 0.45 mmol), DMAP (0.007 g, 0.06 mmol), 3-(2,4-difluoro-phenyl)-5-methyl-isoxazole-4-carboxylic acid (0.086 g, 0.36 mmol), and dichloromethane (1.5 mL) gave the title compound (0.123 g, 90%) after column chromatography (silica gel, acetone/dichloromethane gradient). Mass Spectrum (FIA) (m/z) 454.2 [M+1]. The reactants are FC1=CC=C(C=C1)CC(CCC1CCC(N1)=O)=O (5-[4-(4-fluoro-phenyl)-3-oxo-butyl]-pyrrolidin-2-one), [BH4-].[Na+] (NaBH4), [BH4-].[Na+] (NaBH4). Reaction conditions: time 20 hour. The product is FC1=CC=C(C=C1)CC(CCC1CCC(N1)=O)O (5-(4-(4-fluoro-phenyl)-3-hydroxy-butyl)-pyrrolidin-2-one). The yield is 75.5%. As a reaction SMILES: [F:1][C:2]1[CH:7]=[CH:6][C:5]([CH2:8][C:9](=[O:18])[CH2:10][CH2:11][CH:12]2[NH:16][C:15](=[O:17])[CH2:14][CH2:13]2)=[CH:4][CH:3]=1.[BH4-].[Na+]>>[F:1][C:2]1[CH:3]=[CH:4][C:5]([CH2:8][CH:9]([OH:18])[CH2:10][CH2:11][CH:12]2[NH:16][C:15](=[O:17])[CH2:14][CH2:13]2)=[CH:6][CH:7]=1 |f:1.2|. Reported procedure: Analogous to the procedure described for Example 1A, Step B, 5-[4-(4-fluoro-phenyl)-3-oxo-butyl]-pyrrolidin-2-one (2.64 g, 10.6 mmol) was reduced with NaBH4 (400 mg, 10.5 mmol) at room temperature for 1 h. Additional NaBH4 (150 mg, 3.95 mmol) was added and the reaction mixture was stirred for 20 h. Purification by medium pressure chromatography using a solvent gradient (CH2Cl2 to 2% MeOH in CH2Cl2 to 4% MeOH in CH2Cl2) provided 5-(4-(4-fluoro-phenyl)-3-hydroxy-butyl)-pyrrolidin-2-one (2.01 g). 1... Starting materials: [Ba+2], OCC1CCN(Cc2ccccc2)C1, O=[Cr]=O, [OH-], [OH-], O, O, O=S(=O)(O)O. The product is O=C(O)C1CCN(Cc2ccccc2)C1. Reaction SMILES: [Ba+2:17].[CH2:1]([c:2]1[cH:3][cH:4][cH:5][cH:6][cH:7]1)[N:8]1[CH2:9][CH:10]([CH2:13][OH:14])[CH2:11][CH2:12]1.[O:25]=[Cr:26]=[O:27].[OH-:16].[OH-:18].[OH2:15].[OH2:24].[S:19](=[O:20])(=[O:21])([OH:22])[OH:23]>>[CH2:1]([c:2]1[cH:3][cH:4][cH:5][cH:6][cH:7]1)[N:8]1[CH2:9][CH:10]([C:13](=[O:14])[OH:15])[CH2:11][CH2:12]1. The reactants are ClC1=NC2=C(N1)C=CC=C2 (2-chloro-1H-benzimidazole), C(C1=CC=CC=C1)N1CCC(CC1)N (1-benzyl-4-aminopiperidine). Conditions: time 12 hour. The product is N1C(=NC2=C1C=CC=C2)NC2CCN(CC2)CC2=CC=CC=C2 ((1H-benzimidazol-2-yl)(1-benzylpiperidin-4-yl)amine). As a reaction SMILES: Cl[C:2]1[NH:6][C:5]2[CH:7]=[CH:8][CH:9]=[CH:10][C:4]=2[N:3]=1.[CH2:11]([N:18]1[CH2:23][CH2:22][CH:21]([NH2:24])[CH2:20][CH2:19]1)[C:12]1[CH:17]=[CH:16][CH:15]=[CH:14][CH:13]=1>>[NH:3]1[C:4]2[CH:10]=[CH:9][CH:8]=[CH:7][C:5]=2[N:6]=[C:2]1[NH:24][CH:21]1[CH2:22][CH2:23][N:18]([CH2:11][C:12]2[CH:17]=[CH:16][CH:15]=[CH:14][CH:13]=2)[CH2:19][CH2:20]1. Procedure: Combine 2-chloro-1H-benzimidazole (5.0 g, 33 mmol) and 1-benzyl-4-aminopiperidine (14.2 g, 75 mmol) and heat to about 150° C. After 12 hours, cool and partition between water and chloroform, warming if necessary. Separate the layers and add methanol and toluene to the organic layer. Evaporate the organic layer in vacuo to give a solid. Triturate the solid with ethyl acetate, collect by filtration, and dry to give (1H-benzimidazol-2-yl)(1-benzylpiperidin-4-yl)amine: Rf=0.30 (2% triethylamine/10% ... The reactants are O=C([O-])[O-], CCCCOCCl, CC(C)n1c(=O)[nH]c(=O)c2c1ncn2Cc1ccccc1, CN(C)C=O, [K+], [K+], O. Yields the product CCCCOCn1c(=O)c2c(ncn2Cc2ccccc2)n(C(C)C)c1=O. As a reaction SMILES: [C:1](=[O:2])([O-:3])[O-:4].[CH2:28]([CH2:29][CH2:30][CH3:31])[O:32][CH2:33][Cl:34].[CH2:7]([c:8]1[cH:9][cH:10][cH:11][cH:12][cH:13]1)[n:14]1[cH:15][n:16][c:17]2[n:18]([CH:25]([CH3:26])[CH3:27])[c:19](=[O:24])[nH:20][c:21](=[O:23])[c:22]12.[CH3:36][N:37]([CH3:38])[CH:39]=[O:40].[K+:5].[K+:6].[OH2:35]>>[CH2:7]([c:8]1[cH:9][cH:10][cH:11][cH:12][cH:13]1)[n:14]1[cH:15][n:16][c:17]2[n:18]([CH:25]([CH3:26])[CH3:27])[c:19](=[O:24])[n:20]([CH2:33][O:32][CH2:28][CH2:29][CH2:30][CH3:31])[c:21](=[O:23])[c:22]12. Reaction SMILES: Br[C:2]1[CH:7]=[CH:6][CH:5]=[CH:4][C:3]=1[S:8]([NH:11][CH2:12][C@H:13]([OH:15])[CH3:14])(=[O:10])=[O:9].[NH2:16][C:17]1[C:18]([C:39]#[N:40])=[N:19][C:20]([C:23]2[CH:28]=[CH:27][C:26](B3OC(C)(C)C(C)(C)O3)=[CH:25][C:24]=2[F:38])=[CH:21][N:22]=1>>[NH2:16][C:17]1[N:22]=[CH:21][C:20]([C:23]2[CH:28]=[CH:27][C:26]([C:2]3[C:3]([S:8]([NH:11][CH2:12][C@H:13]([OH:15])[CH3:14])(=[O:10])=[O:9])=[CH:4][CH:5]=[CH:6][CH:7]=3)=[CH:25][C:24]=2[F:38])=[N:19][C:18]=1[C:39]#[N:40]. Procedure details: The title compound was prepared in a manner similar to that described in Example 88 using (R)-2-bromo-N-(2-hydroxypropyl)benzenesulfonamide and 3-amino-6-(2-fluoro-4-(4,4,5,5-tetramethyl-1,3,2-dioxaborolan-2-yl)phenyl)pyrazine-2-carbonitrile. MS (ESI): mass calcd. for C20H18FN5O3S, 427.11; m/z found, 428.1 [M+H]+. 1H NMR (500 MHz, CD3OD) δ 8.75 (d, J=2.1, 1H), 8.09 (dd, J=8.0, 1.3, 1H), 7.95 (m, 1H), 7.70 (m, 1H), 7.62 (m, 1H), 7.43 (dd, J=7.6, 1.4, 1H), 7.39-7.31 (m, 2H), 3.74-3.62 (m, 1H), 2.8... Starting materials: BrC1=C(C=CC=C1)S(=O)(=O)NC[C@@H](C)O ((R)-2-bromo-N-(2-hydroxypropyl)benzenesulfonamide), NC=1C(=NC(=CN1)C1=C(C=C(C=C1)B1OC(C(O1)(C)C)(C)C)F)C#N (3-amino-6-(2-fluoro-4-(4,4,5,5-tetramethyl-1,3,2-dioxaborolan-2-yl)phenyl)pyrazine-2-carbonitrile). Product: NC=1N=CC(=NC1C#N)C1=C(C=C(C=C1)C=1C(=CC=CC1)S(=O)(=O)NC[C@@H](C)O)F (4′-(5-Amino-6-cyanopyrazin-2-yl)-3′-fluoro-N-[(2R)-2-hydroxypropyl]biphenyl-2-sulfonamide). The product is [Cl-].ClCC[N+]1=CC=CC=C1 (1-(2-Chloroethyl)pyridinium Chloride). The reactants are N1=CC=CC=C1 (pyridine), ClCCCl (1,2-dichloroethane). Reaction SMILES: [N:1]1[CH:6]=[CH:5][CH:4]=[CH:3][CH:2]=1.[Cl:7][CH2:8][CH2:9]Cl>>[Cl-:7].[Cl:7][CH2:8][CH2:9][N+:1]1[CH:6]=[CH:5][CH:4]=[CH:3][CH:2]=1 |f:2.3|. Procedure details: A solution of pyridine (100 g, 1.25 mole) in 800 ml. of 1,2-dichloroethane was refluxed for 72 hours. The white crystalline material which formed was filtered, washed repeatedly with fresh 1,2-dichloroethane and dried. Collected 200 g (89 per cent yield), nmr (D2O) ppm (δ), 4.3 (t, 3), 5.6 (t, 3), 8.1 - 9.3 (m, 5). Starting materials: CO, CC(C)(Oc1ccc(Cl)cc1)C(=O)O, [K+], [Ni], C1COCCO1, [OH-], O. Product: CC(C)(Oc1ccccc1)C(=O)O. Reaction SMILES: [CH3:17][OH:18].[Cl:1][c:2]1[cH:3][cH:4][c:5]([O:6][C:7]([C:8](=[O:9])[OH:10])([CH3:11])[CH3:12])[cH:13][cH:14]1.[K+:16].[Ni:26].[O:19]1[CH2:20][CH2:21][O:22][CH2:23][CH2:24]1.[OH-:15].[OH2:25]>>[cH:2]1[cH:3][cH:4][c:5]([O:6][C:7]([C:8](=[O:9])[OH:10])([CH3:11])[CH3:12])[cH:13][cH:14]1. Reactants: CCCCCCC#Cc1ccc2c(c1)CCN2C(=O)NCCC(=O)OCC, CCO. Yields the product CCCCCCCCc1ccc2c(c1)CCN2C(=O)NCCC(=O)OCC. RXN SMILES: [C:1](#[C:2][CH2:3][CH2:4][CH2:5][CH2:6][CH2:7][CH3:8])[c:9]1[cH:10][c:11]2[c:15]([cH:16][cH:17]1)[N:14]([C:18](=[O:19])[NH:20][CH2:21][CH2:22][C:23](=[O:24])[O:25][CH2:26][CH3:27])[CH2:13][CH2:12]2.[CH3:28][CH2:29][OH:30]>>[CH2:1]([CH2:2][CH2:3][CH2:4][CH2:5][CH2:6][CH2:7][CH3:8])[c:9]1[cH:10][c:11]2[c:15]([cH:16][cH:17]1)[N:14]([C:18](=[O:19])[NH:20][CH2:21][CH2:22][C:23](=[O:24])[O:25][CH2:26][CH3:27])[CH2:13][CH2:12]2.